From a dataset of the Open Reaction Database (ORD), a public repository of structured organic reaction records. describe an organic reaction: reactants, conditions, products, and yield Reactants: [N+](=O)([O-])C=1C=C(C=C(C1)C(F)(F)F)O (3-nitro-5-(trifluoromethyl)phenol), CC(C)OC(=O)/N=N/C(=O)OC(C)C (DIAD), OC1CCN(CC1)C(=O)OC(C)(C)C (tert-butyl 4-hydroxypiperidine-1-carboxylate), C1=CC=C(C=C1)P(C2=CC=CC=C2)C3=CC=CC=C3 (PPh3). The solvent is C1=CC=CC=C1 (benzene). Yields the product [N+](=O)([O-])C=1C=C(OC2CCN(CC2)C(=O)OC(C)(C)C)C=C(C1)C(F)(F)F (tert-butyl 4-(3-nitro-5-(trifluoromethyl) -phenoxy)piperidine-1-carboxylate). Yield: 68.1%. RXN SMILES: [N+:1]([C:4]1[CH:5]=[C:6]([OH:14])[CH:7]=[C:8]([C:10]([F:13])([F:12])[F:11])[CH:9]=1)([O-:3])=[O:2].O[CH:16]1[CH2:21][CH2:20][N:19]([C:22]([O:24][C:25]([CH3:28])([CH3:27])[CH3:26])=[O:23])[CH2:18][CH2:17]1.C1C=CC(P(C2C=CC=CC=2)C2C=CC=CC=2)=CC=1.CC(OC(/N=N/C(OC(C)C)=O)=O)C>C1C=CC=CC=1>[N+:1]([C:4]1[CH:5]=[C:6]([CH:7]=[C:8]([C:10]([F:11])([F:12])[F:13])[CH:9]=1)[O:14][CH:16]1[CH2:21][CH2:20][N:19]([C:22]([O:24][C:25]([CH3:28])([CH3:27])[CH3:26])=[O:23])[CH2:18][CH2:17]1)([O-:3])=[O:2]. Procedure: A solution of 3-nitro-5-(trifluoromethyl)phenol (0.583 g, 2.82 mmol), tert-butyl 4-hydroxypiperidine-1-carboxylate (0.850 g, 4.22 mmol), PPh3 (1.11 g, 4.22 mmol), DIAD (0.67 mL, 4.22 rnmol), and benzene (8.7 mL) was allowed to stir at rt until reaction was judged to be complete. The reaction mixture was concentrated. The resulting off-white solid was purified by column chromatography to give tert-butyl 4-(3-nitro-5-(trifluoromethyl) -phenoxy)piperidine-1-carboxylate (0.750 g, 66%). 1H NMR (400 M... Reactants: CC=1C(CCC(C1C(CC=C)=O)(C)C)=O (2,4,4-trimethyl-3-(but-3-en-1-on-1-yl)-cyclohex-2-en-1-one), C(C)(=O)OCC (ethyl acetate), C1(=CC=C(C=C1)S(=O)(=O)O)C (p-toluenesulfonic acid). Run in CCOCC (ether). The product is CC=1C(CCC(C1C(C=CC)=O)(C)C)=O (2,4,4-trimethyl-3-(but-2-en-1-on-1-yl)-cyclohex-2-en-1-one). Yield: 100.2%. Reaction SMILES: [CH3:1][C:2]1[C:3](=[O:15])[CH2:4][CH2:5][C:6]([CH3:14])([CH3:13])[C:7]=1[C:8](=[O:12])[CH2:9][CH:10]=[CH2:11].C(OCC)(=O)C.C1(C)C=CC(S(O)(=O)=O)=CC=1>CCOCC>[CH3:1][C:2]1[C:3](=[O:15])[CH2:4][CH2:5][C:6]([CH3:14])([CH3:13])[C:7]=1[C:8](=[O:12])[CH:9]=[CH:10][CH3:11]. Procedure: 153 g (0.74 mole) of 2,4,4-trimethyl-3-(but-3-en-1-on-1-yl)-cyclohex-2-en-1-one (Ib) were stirred under reflux together with 135 ml of ethyl acetate and 3 g of p-toluenesulfonic acid for 2 hours. When the solution had cooled, 1,000 ml of ether were added to it, the mixture was washed with water and with saturated sodium bicarbonate solution and dried with sodium sulfate, and the solvent was distilled off under about 20 mbar. 153 g of 2,4,4-trimethyl-3-(but-2-en-1-on-1-yl)-cyclohex-2-en-1-one (Ia... Reactants: CC(=O)O, CC1(C)c2cc(OS(C)(=O)=O)ccc2OC1O, O. Yields the product CC1(C)C(=O)Oc2ccc(OS(C)(=O)=O)cc21. RXN SMILES: [CH3:19][C:20](=[O:21])[OH:22].[CH3:1][S:2](=[O:3])(=[O:4])[O:5][c:6]1[cH:7][cH:8][c:9]2[c:10]([cH:17]1)[C:11]([CH3:15])([CH3:16])[CH:12]([OH:14])[O:13]2.[OH2:18]>>[CH3:1][S:2](=[O:3])(=[O:4])[O:5][c:6]1[cH:7][cH:8][c:9]2[c:10]([cH:17]1)[C:11]([CH3:15])([CH3:16])[C:12](=[O:14])[O:13]2. The reactants are COc1ccccc1COCCCOc1ccc(C2CCN(C(=O)OC(C)(C)C)CC2OC(C)C(=O)O)cc1, CC(=O)NCCc1ccccc1N. Yields the product COc1ccccc1COCCCOc1ccc(C2CCN(C(=O)OC(C)(C)C)CC2OC(C)C(=O)Nc2ccccc2CCNC(C)=O)cc1. Reaction SMILES: [C:1](=[O:2])([OH:3])[CH:4]([CH3:5])[O:6][CH:7]1[CH2:8][N:9]([C:33](=[O:34])[O:35][C:36]([CH3:37])([CH3:38])[CH3:39])[CH2:10][CH2:11][CH:12]1[c:13]1[cH:14][cH:15][c:16]([O:19][CH2:20][CH2:21][CH2:22][O:23][CH2:24][c:25]2[c:26]([O:31][CH3:32])[cH:27][cH:28][cH:29][cH:30]2)[cH:17][cH:18]1.[NH2:40][c:41]1[c:42]([CH2:47][CH2:48][NH:49][C:50]([CH3:51])=[O:52])[cH:43][cH:44][cH:45][cH:46]1>>[C:1](=[O:3])([CH:4]([CH3:5])[O:6][CH:7]1[CH2:8][N:9]([C:33](=[O:34])[O:35][C:36]([CH3:37])([CH3:38])[CH3:39])[CH2:10][CH2:11][CH:12]1[c:13]1[cH:14][cH:15][c:16]([O:19][CH2:20][CH2:21][CH2:22][O:23][CH2:24][c:25]2[c:26]([O:31][CH3:32])[cH:27][cH:28][cH:29][cH:30]2)[cH:17][cH:18]1)[NH:40][c:41]1[c:42]([CH2:47][CH2:48][NH:49][C:50]([CH3:51])=[O:52])[cH:43][cH:44][cH:45][cH:46]1. Reactants: FC1=C(C=CC(=C1)F)N1C=C(C(C2=C(C(=C(C(=C12)F)F)F)C)=O)C(=O)OCC (ethyl 1-(2,4-difluorophenyl)-5-methyl-6,7,8-trifluoro-1,4-dihydro-4-oxoquinoline-3-caboxylate), Cl (hydrochloric acid). The solvent is C(C)(=O)O (acetic acid). Yields the product FC1=C(C=CC(=C1)F)N1C=C(C(C2=C(C(=C(C(=C12)F)F)F)C)=O)C(=O)O (1-(2,4-difluorophenyl)-5-methyl-6,7,8-trifluoro-1,4-dihydro-4-oxoquinoline-3-carboxylic acid). Isolated yield 73.3%. As a reaction SMILES: [F:1][C:2]1[CH:7]=[C:6]([F:8])[CH:5]=[CH:4][C:3]=1[N:9]1[C:18]2[C:13](=[C:14]([CH3:22])[C:15]([F:21])=[C:16]([F:20])[C:17]=2[F:19])[C:12](=[O:23])[C:11]([C:24]([O:26]CC)=[O:25])=[CH:10]1.Cl>C(O)(=O)C>[F:1][C:2]1[CH:7]=[C:6]([F:8])[CH:5]=[CH:4][C:3]=1[N:9]1[C:18]2[C:13](=[C:14]([CH3:22])[C:15]([F:21])=[C:16]([F:20])[C:17]=2[F:19])[C:12](=[O:23])[C:11]([C:24]([OH:26])=[O:25])=[CH:10]1. Procedure: Employing ethyl 1-(2,4-difluorophenyl)-5-methyl-6,7,8-trifluoro-1,4-dihydro-4-oxoquinoline-3-caboxylate (4.3 g) and conc. hydrochloric acid: 90% acetic acid (1:4) (80 ml), the procedure of Reference Example 23 is repeated to give 1-(2,4-difluorophenyl)-5-methyl-6,7,8-trifluoro-1,4-dihydro-4-oxoquinoline-3-carboxylic acid (2.93 g), as white powder, m.p. 221°-222° C.